This data is from the Open Reaction Database (ORD), a public repository of structured organic reaction records. The task is: describe an organic reaction: reactants, conditions, products, and yield Starting materials: C1(CCCCC1)CCCN(CCC1=C2N(C3=CC=CC=C13)C(=NC=C2C)C)CCC=C (N-(3-cyclohexylpropyl)-N-(3-butenyl)-1,4-dimethylpyrimido[1,6-a]indole-5-ethanamine), C(C)C(CN(CCC1=C2N(C3=CC=CC=C13)C(=NC=C2C)C)CCCC#C)C (N-(2-ethylpropyl)-N-(4-pentynyl)-1,4-dimethylpyrimido[1,6-a]indole-5-ethanamine), CC(=CCN(CCC1=C2N(C3=CC=CC=C13)C(=NC=C2C)C)CC(C)C)C (N-(3-methyl-2-butenyl)-N-(2-methylpropyl)-1,4-dimethylpyrimido[1,6-a]indole-5-ethanamine). Product: C(CC#C)N(CCC1=C2N(C3=CC=CC=C13)C(=NC=C2C)C)CC=C (N-(3-butynyl)-N-(2-propenyl)-1,4-dimethylpyrimido[1,6-a]indole-5-ethanamine). Reaction SMILES: C1([CH2:7][CH2:8][CH2:9][N:10]([CH2:28][CH2:29][CH:30]=[CH2:31])[CH2:11][CH2:12][C:13]2[C:21]3[C:16](=[CH:17][CH:18]=[CH:19][CH:20]=3)[N:15]3[C:22]([CH3:27])=[N:23][CH:24]=[C:25]([CH3:26])[C:14]=23)CCCCC1.C(C(C)CN(CCCC#C)CCC1C2C(=CC=CC=2)N2C(C)=NC=C(C)C=12)C.CC(C)=CCN(CC(C)C)CCC1C2C(=CC=CC=2)N2C(C)=NC=C(C)C=12>>[CH2:28]([N:10]([CH2:9][CH:8]=[CH2:7])[CH2:11][CH2:12][C:13]1[C:21]2[C:16](=[CH:17][CH:18]=[CH:19][CH:20]=2)[N:15]2[C:22]([CH3:27])=[N:23][CH:24]=[C:25]([CH3:26])[C:14]=12)[CH2:29][C:30]#[CH:31]. Procedure details: N-(3-cyclohexylpropyl)-N-(3-butenyl)-1,4-dimethylpyrimido[1,6-a]indole-5-ethanamine, N-(2-ethylpropyl)-N-(4-pentynyl)-1,4-dimethylpyrimido[1,6-a]indole-5-ethanamine, and N-(3-methyl-2-butenyl)-N-(2-methylpropyl)-1,4-dimethylpyrimido[1,6-a]indole-5-ethanamine. The reactants are IC (Iodomethane), 1,3-Dihydroindol-2(3H)-one, CN(CCN(C)C)C (tetramethylethylenediamine), O1CCCC1 (tetrahydrofuran), C(CCC)[Li] (n-Butyllithium), CSSC (dimethyl disulfide). The solvent is O (Water). Conditions: temperature -75 celsius, time 30 minute. Product: CC1(C(NC2=CC=CC=C12)=O)SC (3-methyl-3-methylthio-1,3-dihydro-2H-indol-2-one). Reaction SMILES: C[N:2](C)[CH2:3][CH2:4]N(C)C.[CH2:9]([Li])[CH2:10]CC.I[CH3:15].CS[S:18][CH3:19].[O:20]1[CH2:24][CH2:23][CH2:22][CH2:21]1>O>[CH3:15][C:23]1([S:18][CH3:19])[C:22]2[C:3](=[CH:4][CH:9]=[CH:10][CH:21]=2)[NH:2][C:24]1=[O:20]. Reported procedure: 1,3-Dihydroindol-2(3H)-one (3.3 g,25 mmol) and tetramethylethylenediamine (6.4 g, 55 mmol) was dissolved in freshly distilled tetrahydrofuran under nitrogen and cooled to -75° C. in an acetone/dry ice bath. n-Butyllithium (2.5M, 22 ml, 55 mmol) was added and the mixture was stirred at -75° C. for 30 minutes. Iodomethane (3.57 g, 25 mmol) was added and the mixture was allowed to warm to -20° C., the mixture was recooled to -75° C. then dimethyl disulfide (2.35 g, 25 mmol) was added and the mixtur... The reactants are Cc1ccccc1, OC(CCl)(CCl)c1ccc(F)cc1F, [K+], [OH-]. Product: Fc1ccc(C2(CCl)CO2)c(F)c1. Reaction SMILES: [CH3:17][c:18]1[cH:19][cH:20][cH:21][cH:22][cH:23]1.[Cl:1][CH2:2][C:3]([CH2:4][Cl:5])([OH:6])[c:7]1[c:8]([F:14])[cH:9][c:10]([F:13])[cH:11][cH:12]1.[K+:16].[OH-:15]>>[Cl:1][CH2:2][C:3]1([c:7]2[c:8]([F:14])[cH:9][c:10]([F:13])[cH:11][cH:12]2)[CH2:4][O:6]1. Starting materials: CC1(C)OB(C=CCCO)OC1(C)C, Nc1nc(Nc2ccc(Oc3ccnc(Cl)c3)cc2)cc(-c2ccccc2)n1, [K+], [K+], O=C([O-])[O-]. RXN SMILES: [CH3:35][C:36]1([CH3:37])[C:38]([CH3:39])([CH3:40])[O:41][B:42]([CH:43]=[CH:44][CH2:45][CH2:46][OH:47])[O:48]1.[Cl:1][c:2]1[n:3][cH:4][cH:5][c:6]([O:8][c:9]2[cH:10][cH:11][c:12]([NH:15][c:16]3[n:17][c:18]([NH2:28])[n:19][c:20](-[c:22]4[cH:23][cH:24][cH:25][cH:26][cH:27]4)[cH:21]3)[cH:13][cH:14]2)[cH:7]1.[K+:29].[K+:30].[O-:31][C:32]([O-:33])=[O:34]>>[c:2]1([CH:43]=[CH:44][CH2:45][CH2:46][OH:47])[n:3][cH:4][cH:5][c:6]([O:8][c:9]2[cH:10][cH:11][c:12]([NH:15][c:16]3[n:17][c:18]([NH2:28])[n:19][c:20](-[c:22]4[cH:23][cH:24][cH:25][cH:26][cH:27]4)[cH:21]3)[cH:13][cH:14]2)[cH:7]1. The product is Nc1nc(Nc2ccc(Oc3ccnc(C=CCCO)c3)cc2)cc(-c2ccccc2)n1. Reactants: [H-].[Na+] (sodium hydride), C1(=CC=CC=C1)O (phenol), IC=1C=C(C=CC1[N+](=O)[O-])OC (3-Iodo-4-nitroanisole). The reagents and catalysts are [Cu](Br)Br (copper bromide). Solvent: N1=CC=CC=C1 (pyridine). Conditions: time 20 hour. Product: COC1=CC(=C(C=C1)[N+](=O)[O-])OC1=CC=CC=C1 (4-Methoxy-1-nitro-2-phenoxy-benzene). The yield is 64.0%. RXN SMILES: [H-].[Na+].[C:3]1([OH:9])[CH:8]=[CH:7][CH:6]=[CH:5][CH:4]=1.I[C:11]1[CH:12]=[C:13]([O:20][CH3:21])[CH:14]=[CH:15][C:16]=1[N+:17]([O-:19])=[O:18]>N1C=CC=CC=1.[Cu](Br)Br>[CH3:21][O:20][C:13]1[CH:14]=[CH:15][C:16]([N+:17]([O-:19])=[O:18])=[C:11]([O:9][C:3]2[CH:8]=[CH:7][CH:6]=[CH:5][CH:4]=2)[CH:12]=1 |f:0.1|. Reported procedure: A 60% dispersion of sodium hydride (0.86 g, 22 mmol) was added to a mixture of copper bromide (2.6 g, 17.9 mmol) and phenol (1.7 g, 17.9 mmol) in pyridine (300 mL). After the effervescence subsided, the mixture was heated to reflux for 30 minutes. 3-Iodo-4-nitroanisole (5.0 g, 17.9 mmol) was added and stirring proceeded under nitrogen for 20 hours. The mixture was cooled and the reaction was quenched with saturated ammonium chloride (1 mL). The mixture was evaporated in vacuo. The residue was di... Reactants: BrC=1C=C2C(NC(C2=CC1)=O)O (5-bromo-3-hydroxyisoindolin-1-one), O.NN (hydrazine, monohydrate). Run at time 15 hour. Product: BrC=1C=C2C=NN=C(C2=CC1)O (6-bromophthalazin-1-ol). Isolated yield 95.4%. Reaction SMILES: [Br:1][C:2]1[CH:3]=[C:4]2[C:8](=[CH:9][CH:10]=1)[C:7](=[O:11])[NH:6][CH:5]2O.O.[NH2:14]N>>[Br:1][C:2]1[CH:3]=[C:4]2[C:8](=[CH:9][CH:10]=1)[C:7]([OH:11])=[N:6][N:14]=[CH:5]2 |f:1.2|. Reported procedure: A mixture of 5-bromo-3-hydroxyisoindolin-1-one (16, 17.0 g, 75 mmol), and hydrazine, monohydrate (60 mL, 1193 mmol) was stirred at room temperature for 15 h, after which a white solid precipitated out (M+1=225, 227). The mixture was diluted with 100 mL H2O, neutralized with conc. HCl to a PH of about 7. The precipitate was filtrated and washed with 100 mL H2O. The solid was collected, azeotropically dried with toluene (3×50 mL) and further dried in a vacuum oven at 45° C. for 15 h, to yield 6-br...